Dataset: the Open Reaction Database (ORD), a public repository of structured organic reaction records. Task: describe an organic reaction: reactants, conditions, products, and yield Starting materials: [Br-], CC[Mg+], CC(C)(C)OC(=O)c1ccc(C=O)cc1, [Cl-], [NH4+]. Product: CCC(O)c1ccc(C(=O)OC(C)(C)C)cc1. RXN SMILES: [Br-:16].[CH2:17]([CH3:18])[Mg+:19].[CH:1](=[O:2])[c:3]1[cH:4][cH:5][c:6]([C:7](=[O:8])[O:9][C:10]([CH3:11])([CH3:12])[CH3:13])[cH:14][cH:15]1.[Cl-:20].[NH4+:21]>>[CH:1]([OH:2])([c:3]1[cH:4][cH:5][c:6]([C:7](=[O:8])[O:9][C:10]([CH3:11])([CH3:12])[CH3:13])[cH:14][cH:15]1)[CH2:17][CH3:18]. Starting materials: NC1C(SCC1(C)C)(C)C (3-amino-2,2,4,4-tetramethyltetrahydrothiophene), C([C@@H]1[C@H]([C@@H]([C@H]([C@H](O1)O[C@]2([C@H]([C@@H]([C@H](O2)CO)O)O)CO)O)O)O)O (sucrose), amine, N[C@@H](CC(O)=O)C(=O)N[C@H](C)C(=O)N (L-aspartyl-D-alanine amide). Product: CC1(SCC(C1NC([C@H](NC([C@@H](N)CC(O)=O)=O)C)=O)(C)C)C (L-Aspartyl-D-alanine N-(2,2,4,4-tetramethyltetrahydrothiophene-3-yl)amide). RXN SMILES: [NH2:1][CH:2]1[C:6]([CH3:8])([CH3:7])[CH2:5][S:4][C:3]1([CH3:10])[CH3:9].[NH2:11][C@H:12]([C:17]([NH:19][C@@H:20]([C:22](N)=[O:23])[CH3:21])=[O:18])[CH2:13][C:14](=[O:16])[OH:15].C(O)[C@H]1O[C@H](O[C@]2(CO)O[C@H](CO)[C@@H](O)[C@@H]2O)[C@H](O)[C@@H](O)[C@@H]1O>>[CH3:9][C:3]1([CH3:10])[CH:2]([NH:1][C:22](=[O:23])[C@@H:20]([CH3:21])[NH:19][C:17](=[O:18])[C@H:12]([CH2:13][C:14](=[O:15])[OH:16])[NH2:11])[C:6]([CH3:8])([CH3:7])[CH2:5][S:4]1. Procedure details: When levorotatory 3-amino-2,2,4,4-tetramethyltetrahydrothiophene, resolved by standard methods, was employed in the above procedure in place of the racemic amine the resulting L-aspartyl-D-alanine amide was found to be 800 times as sweet as sucrose. Starting materials: ClCCl (dichloromethane), C1(=CC=CC=C1)S(=O)(=O)C=1C=CC2=C(NCCO2)C1 (6-benzenesulfonyl-3,4-dihydro-2H-benzo[1,4]oxazine), BrCC#N (bromoacetonitrile), C(C)(C)N(C(C)C)CC (N,N-diisopropyl ethylamine). Solvent: O (water), C(Cl)(Cl)Cl (chloroform). The product is C1(=CC=CC=C1)S(=O)(=O)C=1C=CC2=C(N(CCO2)CC#N)C1 ((6-benzenesulfonyl-2,3-dihydro-benzo[1,4]oxazin-4-yl)-acetonitrile). Yield: 98.9%. As a reaction SMILES: [C:1]1([S:7]([C:10]2[CH:11]=[CH:12][C:13]3[O:18][CH2:17][CH2:16][NH:15][C:14]=3[CH:19]=2)(=[O:9])=[O:8])[CH:6]=[CH:5][CH:4]=[CH:3][CH:2]=1.Br[CH2:21][C:22]#[N:23].C(N(CC)C(C)C)(C)C.ClCCl>C(Cl)(Cl)Cl.O>[C:1]1([S:7]([C:10]2[CH:11]=[CH:12][C:13]3[O:18][CH2:17][CH2:16][N:15]([CH2:21][C:22]#[N:23])[C:14]=3[CH:19]=2)(=[O:9])=[O:8])[CH:2]=[CH:3][CH:4]=[CH:5][CH:6]=1. Procedure details: To a solution of 6-benzenesulfonyl-3,4-dihydro-2H-benzo[1,4]oxazine (0.200 g., 0.727 mmol) in 0.5 mL chloroform was added bromoacetonitrile (0.100 mL, 1.45 mmol) and N,N-diisopropyl ethylamine (0.190 mL, 1.1 mmol). The solution was refluxed for 18 hours and cooled to room temperature. To the reaction mixture was added 15 mL dichloromethane and 20 mL water. The fractions were separated, and the organic fraction was washed with 50 mL water. The organic fraction was dried over Na2SO4, concentrated ... The reactants are ClC=1N(N=C2CCCCC12)C1=C(C=C(C(=C1)O)Cl)F (3-chloro-2-(4-chloro-2-fluoro-5-hydroxyphenyl)-4,5,6,7-tetrahydro-2H-indazole), C([O-])([O-])=O.[K+].[K+] (potassium carbonate), BrCC(=O)OCC (ethyl bromoacetate), O (water). Solvent: CN(C=O)C (dimethylformamide). Reaction conditions: temperature 80 celsius, time 3 hour. Yields the product ClC1=CC(=C(C=C1OCC(=O)OCC)N1N=C2CCCCC2=C1)F (4-chloro-2-fluoro-5-ethoxycarbonylmethoxyphenyl-4,5,6,7-tetrahydro-2H-indazole). RXN SMILES: Cl[C:2]1[N:3]([C:11]2[CH:16]=[C:15]([OH:17])[C:14]([Cl:18])=[CH:13][C:12]=2[F:19])[N:4]=[C:5]2[C:10]=1[CH2:9][CH2:8][CH2:7][CH2:6]2.C(=O)([O-])[O-].[K+].[K+].Br[CH2:27][C:28]([O:30][CH2:31][CH3:32])=[O:29].O>CN(C)C=O>[Cl:18][C:14]1[C:15]([O:17][CH2:27][C:28]([O:30][CH2:31][CH3:32])=[O:29])=[CH:16][C:11]([N:3]2[CH:2]=[C:10]3[C:5]([CH2:6][CH2:7][CH2:8][CH2:9]3)=[N:4]2)=[C:12]([F:19])[CH:13]=1 |f:1.2.3|. Procedure details: Into a solution of 3-chloro-2-(4-chloro-2-fluoro-5-hydroxyphenyl)-4,5,6,7-tetrahydro-2H-indazole (30 mg) in dimethylformamide (1 ml), there were added potassium carbonate (10 mg) and ethyl bromoacetate (20 mg), and the mixture was stirred at 80° C. for 3 hours. After cooling, water was added to the reaction mixture, followed by extraction with ether. The ether layer was washed with water twice, dried and concentrated. The residue was purified by thin layer chromatography to give 1.8 mg of 3-chlo... Starting materials: CCOC(C)=O, [H-], CI, [Na+], C1CCOC1, CC(C)(C)OC(=O)N1CCCC(O)C1. Yields the product COC1CCCN(C(=O)OC(C)(C)C)C1. RXN SMILES: [CH3:24][CH2:25][O:26][C:27](=[O:28])[CH3:29].[H-:15].[I:17][CH3:18].[Na+:16].[O:19]1[CH2:20][CH2:21][CH2:22][CH2:23]1.[OH:1][CH:2]1[CH2:3][N:4]([C:8](=[O:9])[O:10][C:11]([CH3:12])([CH3:13])[CH3:14])[CH2:5][CH2:6][CH2:7]1>>[O:1]([CH:2]1[CH2:3][N:4]([C:8](=[O:9])[O:10][C:11]([CH3:12])([CH3:13])[CH3:14])[CH2:5][CH2:6][CH2:7]1)[CH3:18]. Starting materials: C1(C=CCCC1)=O (cyclohexenone), C(C)OC(C(C(=O)OCC)C1CC(C(CC1)CCC)=O)=O (2-(3-oxo-4-propylcyclohexyl)-malonic acid diethyl ester). Yields the product C(C)OC(C(C(=O)OCC)C1CC(CCC1)=O)=O ((3-Oxo-cyclohexyl)-malonic acid diethyl ester). Yield: 88.0%. Reaction SMILES: C1(=O)CCCC=C1.[CH2:8]([O:10][C:11](=[O:28])[CH:12]([CH:18]1[CH2:23][CH2:22][CH:21](CCC)[C:20](=[O:27])[CH2:19]1)[C:13]([O:15][CH2:16][CH3:17])=[O:14])[CH3:9]>>[CH2:16]([O:15][C:13](=[O:14])[CH:12]([CH:18]1[CH2:23][CH2:22][CH2:21][C:20](=[O:27])[CH2:19]1)[C:11]([O:10][CH2:8][CH3:9])=[O:28])[CH3:17]. Reported procedure: Step 1 (3-Oxo-cyclohexyl)-malonic acid diethyl ester was prepared in 88% yield from cyclohexenone by the method described above for the synthesis of 2-(3-oxo-4-propylcyclohexyl)-malonic acid diethyl ester: 1H NMR (300 MHz, CDCl3) δ 4.44-4.12 (m, 4H), 2.88-1.22 (m, 16H). The reactants are C(C)SC=1C=2N(N=CC1C(=O)N)C=C(C2)C2=NN=NN2 (4-(ethylthio)-6-(1H-tetrazol-5-yl)pyrrolo[1,2-b]pyridazine-3-carboxamide), C(=O)([O-])[O-].[K+].[K+] (K2CO3), CI (MeI), CCOC(=O)C (EtOAc). Run in CN1CCCC1=O (NMP). Reaction conditions: temperature 23 celsius, time 1 hour. The product is C(C)SC=1C=2N(N=CC1C(=O)N)C=C(C2)C=2N=NN(N2)C (4-(ethylthio)-6-(2-methyl-2H-tetrazol-5-yl)pyrrolo[1,2-b]pyridazine-3-carboxamide). Isolated yield 37.2%. RXN SMILES: [CH2:1]([S:3][C:4]1[C:5]2[N:6]([CH:13]=[C:14]([C:16]3[NH:20][N:19]=[N:18][N:17]=3)[CH:15]=2)[N:7]=[CH:8][C:9]=1[C:10]([NH2:12])=[O:11])[CH3:2].[C:21]([O-])([O-])=O.[K+].[K+].CI.CCOC(C)=O>CN1C(=O)CCC1>[CH2:1]([S:3][C:4]1[C:5]2[N:6]([CH:13]=[C:14]([C:16]3[N:17]=[N:18][N:19]([CH3:21])[N:20]=3)[CH:15]=2)[N:7]=[CH:8][C:9]=1[C:10]([NH2:12])=[O:11])[CH3:2] |f:1.2.3|. Reported procedure: To a solution of 4-(ethylthio)-6-(1H-tetrazol-5-yl)pyrrolo[1,2-b]pyridazine-3-carboxamide (164 mg, 0.567 mmol) in NMP (2.0 mL) were added K2CO3 (196 mg, 1.417 mmol) and MeI (0.043 mL, 0.680 mmol). The solution was stirred at 23° C. for 1 hr. To the reaction mixture was added 30 mL of EtOAc which was washed with 10% LiCl solution (2×10 mL), 10 mL of brine and dried over Na2SO4. Filtration and concentration yielded a crude product which was purified on silica gel column with EtOAc to afford the de... The reactants are C1(=CC=CC=C1)C (toluene), C(C=1C(N)=CC=CC1)(=O)O (anthranilic acid), C(=O)O (formic acid). Run in CCCCCC (hexane). Yields the product C(=O)NC=1C(C(=O)O)=CC=CC1 (N-formyl-anthranilic acid). As a reaction SMILES: C1(C)C=CC=CC=1.[C:8]([OH:17])(=[O:16])[C:9]1[C:10](=[CH:12][CH:13]=[CH:14][CH:15]=1)[NH2:11].[CH:18](O)=[O:19]>CCCCCC>[CH:18]([NH:11][C:10]1[C:9](=[CH:15][CH:14]=[CH:13][CH:12]=1)[C:8]([OH:17])=[O:16])=[O:19]. Procedure details: A toluene (1100 ml) solution of anthranilic acid (205.5 g) and formic acid (170 ml) was heated under reflux for 4.5 hours. After the solution was allowed to cool, hexane was added to crystals deposited. The crystals were collected by filtration and washed with hexane. The resulting crystals were dried at 110° C. under reduced pressure to obtain N-formyl-anthranilic acid (244.0 g, crude product) as white crystals. Starting materials: CCOC(=O)CCCBr, COC(=O)c1ccc(Br)c(C)c1NC(=O)OC(C)C, CCOC(C)=O, [H-], [Na+], CN(C)C=O. The product is CCOC(=O)CCCN(C(=O)OC(C)C)c1c(C(=O)OC)ccc(Br)c1C. RXN SMILES: [Br:22][CH2:23][CH2:24][CH2:25][C:26](=[O:27])[O:28][CH2:29][CH3:30].[CH3:1][O:2][C:3]([c:4]1[c:5]([NH:12][C:13](=[O:14])[O:15][CH:16]([CH3:17])[CH3:18])[c:6]([CH3:11])[c:7]([Br:10])[cH:8][cH:9]1)=[O:19].[CH3:36][CH2:37][O:38][C:39](=[O:40])[CH3:41].[H-:20].[Na+:21].[O:31]=[CH:32][N:33]([CH3:34])[CH3:35]>>[CH3:1][O:2][C:3]([c:4]1[c:5]([N:12]([C:13](=[O:14])[O:15][CH:16]([CH3:17])[CH3:18])[CH2:23][CH2:24][CH2:25][C:26](=[O:27])[O:28][CH2:29][CH3:30])[c:6]([CH3:11])[c:7]([Br:10])[cH:8][cH:9]1)=[O:19].